This data is from the Open Reaction Database (ORD), a public repository of structured organic reaction records. The task is: describe an organic reaction: reactants, conditions, products, and yield Starting materials: C(C)OC(=O)C1(CC1)C1=CC=C(C=C1)C1=CC=C(C=C1)C1=C(C(=NO1)C)CBr (1-[4′-(4-bromomethyl-3-methyl-isoxazol-5-yl)-biphenyl-4-yl]-cyclopropanecarboxylic acid ethyl ester), C1(=CC=CC=C1)C(CO)(C)O (2-phenyl-propane-1,2-diol). The product is OC(COCC=1C(=NOC1C1=CC=C(C=C1)C1=CC=C(C=C1)C1(CC1)C(=O)O)C)(C)C1=CC=CC=C1 (1-{4′-[4-(2-hydroxy-2-phenyl-propoxymethyl)-3-methyl-isoxazol-5-yl]-biphenyl-4-yl}-cyclopropanecarboxylic acid). As a reaction SMILES: C([O:3][C:4]([C:6]1([C:9]2[CH:14]=[CH:13][C:12]([C:15]3[CH:20]=[CH:19][C:18]([C:21]4[O:25][N:24]=[C:23]([CH3:26])[C:22]=4[CH2:27]Br)=[CH:17][CH:16]=3)=[CH:11][CH:10]=2)[CH2:8][CH2:7]1)=[O:5])C.[C:29]1([C:35]([OH:39])([CH3:38])[CH2:36][OH:37])[CH:34]=[CH:33][CH:32]=[CH:31][CH:30]=1>>[OH:39][C:35]([C:29]1[CH:34]=[CH:33][CH:32]=[CH:31][CH:30]=1)([CH3:38])[CH2:36][O:37][CH2:27][C:22]1[C:23]([CH3:26])=[N:24][O:25][C:21]=1[C:18]1[CH:19]=[CH:20][C:15]([C:12]2[CH:11]=[CH:10][C:9]([C:6]3([C:4]([OH:3])=[O:5])[CH2:8][CH2:7]3)=[CH:14][CH:13]=2)=[CH:16][CH:17]=1. Procedure details: Prepared according to the procedure described in Example 17, Step 2, using 1-[4′-(4-bromomethyl-3-methyl-isoxazol-5-yl)-biphenyl-4-yl]-cyclopropanecarboxylic acid ethyl ester and 2-phenyl-propane-1,2-diol. Starting materials: [C@@H]1([C@H](CCC1)O)O (cis-1,2-cyclopentandiol), FC1=C(C=CC(=C1)F)[N+](=O)[O-] (2,4-difluoronitrobenzene). The product is FC=1C=CC(=C(O[C@@H]2[C@@H](CCC2)O)C1)[N+](=O)[O-] (racemic cis-2-(5-fluoro-2-nitrophenoxy)cyclopentanol). As a reaction SMILES: [C@@H:1]1([OH:7])[CH2:5][CH2:4][CH2:3][C@@H:2]1[OH:6].F[C:9]1[CH:14]=[C:13]([F:15])[CH:12]=[CH:11][C:10]=1[N+:16]([O-:18])=[O:17]>>[F:15][C:13]1[CH:12]=[CH:11][C:10]([N+:16]([O-:18])=[O:17])=[C:9]([CH:14]=1)[O:6][C@H:2]1[CH2:3][CH2:4][CH2:5][C@H:1]1[OH:7]. Procedure: Prepared analogously to III.1 from cis-1,2-cyclopentandiol (1.0 g) and 1.28 ml 2,4-difluoronitrobenzene. The reactants are C(C)(=O)NC1=NC=CC=C1 (2-acetamidopyridine), C(C)(=O)OO (peracetic acid), Cl (hydrochloric acid). Run in O (water). Run at temperature 70 celsius. Yields the product Cl.NC1=[N+](C=CC=C1)[O-] (2-Aminopyridine-1-Oxide Hydrochloride). RXN SMILES: C([NH:4][C:5]1[CH:10]=[CH:9][CH:8]=[CH:7][N:6]=1)(=O)C.C(OO)(=[O:13])C.[ClH:16]>O>[ClH:16].[NH2:4][C:5]1[CH:10]=[CH:9][CH:8]=[CH:7][N+:6]=1[O-:13] |f:4.5|. Procedure details: The solution of 2-acetamidopyridine was chilled in an ice bath to 10°-15° C and treated with 118 g. of commercial 40% peracetic acid which was slowly added over a 40-minute period with ice-cooling and stirring. During the course of the addition the temperature was between 15°-25° C. After 1 hour stirring, with little cooling (temperature 20°-30° C), the turbid solution was heated for 3.5 hours at 70° C with stirring. To the clear hot solution were added 85 g. 37.5% hydrochloric acid and 37 g. wa...